Dataset: the Open Reaction Database (ORD), a public repository of structured organic reaction records. Task: describe an organic reaction: reactants, conditions, products, and yield The reactants are C(C)(=O)NC(C(=O)OCC)C(CCC1=CC(=CC=C1)Cl)=O (2-Acetylamino-5-(3-chlorophenyl)-3-oxo-pentanoic acid, ethyl ester). Solvent: S(=O)(Cl)Cl (Thionyl chloride). Conditions: time 2 hour. Yields the product ClC=1C=C(C=CC1)CCC1=C(N=C(O1)C)C(=O)OCC (5-[2-(3-Chlorophenyl)ethyl]-2-methyloxazole-4-carboxylic acid, ethyl ester). As a reaction SMILES: [C:1]([NH:4][CH:5]([C:11](=[O:21])[CH2:12][CH2:13][C:14]1[CH:19]=[CH:18][CH:17]=[C:16]([Cl:20])[CH:15]=1)[C:6]([O:8][CH2:9][CH3:10])=[O:7])(=O)[CH3:2]>S(Cl)(Cl)=O>[Cl:20][C:16]1[CH:15]=[C:14]([CH2:13][CH2:12][C:11]2[O:21][C:1]([CH3:2])=[N:4][C:5]=2[C:6]([O:8][CH2:9][CH3:10])=[O:7])[CH:19]=[CH:18][CH:17]=1. Procedure details: Thionyl chloride (180 ml) was added to the product of step (iii) (45.5 g) at 0° C. The mixture was stirred at room temperature for 2 hours and heated at reflux for 40 min. The residue after evaporation under reduced pressure was dissolved in ethyl acetate and washed with saturated sodium bicarbonate solution. The organic phase was dried (MgSO4) and solvent evaporated under reduced pressure. Purification was by chromatography eluting with 1-2% ethanol in dichloromethane to give the subtitle produ... The reactants are O (Water), C(=O)([O-])[O-].[Na+].[Na+] (Na2CO3), ClC=1C=C(C=NC1)OC=1C=C(C#N)C=C(C1)[N+](=O)[O-] (3-(5-chloro-pyridin-3-yloxy)-5-nitro-benzonitrile). The reagents and catalysts are [Fe] (Iron). Solvent: C(C)(=O)O (acetic acid). Run at time 6 hour. Product: NC=1C=C(C#N)C=C(C1)OC=1C=NC=C(C1)Cl (3-amino-5-(5-chloropyridin-3-yloxy)benzonitrile). Yield: 0.1%. Reaction SMILES: [Cl:1][C:2]1[CH:3]=[C:4]([O:8][C:9]2[CH:10]=[C:11]([CH:14]=[C:15]([N+:17]([O-])=O)[CH:16]=2)[C:12]#[N:13])[CH:5]=[N:6][CH:7]=1.O.C([O-])([O-])=O.[Na+].[Na+]>C(O)(=O)C.[Fe]>[NH2:17][C:15]1[CH:14]=[C:11]([CH:10]=[C:9]([O:8][C:4]2[CH:5]=[N:6][CH:7]=[C:2]([Cl:1])[CH:3]=2)[CH:16]=1)[C:12]#[N:13] |f:2.3.4|. Procedure details: Iron powder (6.3 g, 112 mmol) was added to a mixture of 3-(5-chloro-pyridin-3-yloxy)-5-nitro-benzonitrile (3.1 g, 11.2 mol) in acetic acid (100 mL) and the reaction was stirred at RT for 6 h. Water (200 mL) was added and the mixture was neutralized to pH 7 with saturated Na2CO3 solution and was extracted with EtOAc (3×150 mL). The combined organics were washed with brine, dried (Na2SO4), concentrated in vacuo and purified on silica gel to give 3-amino-5-(5-chloropyridin-3-yloxy)benzonitrile (1.9... Reactants: FC1=CC(=C(C(=O)OC)C=C1[N+](=O)[O-])C=C (methyl 4-fluoro-5-nitro-2-vinylbenzoate), C(C)(C)(C)N (tert-butylamine). The solvent is N1=CC=CC=C1 (pyridine). Reaction conditions: time 8 hour. Product: C(C)(C)(C)NC1=CC(=C(C(=O)OC)C=C1[N+](=O)[O-])C=C (methyl 4-(tert-butylamino)-5-nitro-2-vinylbenzoate). As a reaction SMILES: F[C:2]1[C:11]([N+:12]([O-:14])=[O:13])=[CH:10][C:5]([C:6]([O:8][CH3:9])=[O:7])=[C:4]([CH:15]=[CH2:16])[CH:3]=1.[C:17]([NH2:21])([CH3:20])([CH3:19])[CH3:18]>N1C=CC=CC=1>[C:17]([NH:21][C:2]1[C:11]([N+:12]([O-:14])=[O:13])=[CH:10][C:5]([C:6]([O:8][CH3:9])=[O:7])=[C:4]([CH:15]=[CH2:16])[CH:3]=1)([CH3:20])([CH3:19])[CH3:18]. Procedure details: To a mixture of 10.45 g of methyl 4-fluoro-5-nitro-2-vinylbenzoate and 104.5 mL of pyridine was added 14.69 mL of tert-butylamine, followed by stirring at room temperature overnight. The solvent was evaporated under reduced pressure, and to the residue were added water and ethyl acetate, followed by extraction with ethyl acetate. The organic layer was washed with saturated brine and dried over anhydrous magnesium sulfate, and the solvent was evaporated under reduced pressure to obtain 14 g of me... Reactants: COc1ccc(COCC(C)(C)OC(=O)N2CCC(OCC(=O)Nc3ccc(-c4nc5cc(C#N)cc(C)c5o4)cc3)CC2)cc1, N#CC1=C(C#N)C(=O)C(Cl)=C(Cl)C1=O, ClCCl, O. Product: Cc1cc(C#N)cc2nc(-c3ccc(NC(=O)COC4CCN(C(=O)OC(C)(C)CO)CC4)cc3)oc12. RXN SMILES: [C:1](#[N:2])[c:3]1[cH:4][c:5]([CH3:46])[c:6]2[c:7]([n:8][c:9](-[c:11]3[cH:12][cH:13][c:14]([NH:17][C:18]([CH2:19][O:20][CH:21]4[CH2:22][CH2:23][N:24]([C:27](=[O:28])[O:29][C:30]([CH2:31][O:32][CH2:33][c:34]5[cH:35][cH:36][c:37]([O:38][CH3:39])[cH:40][cH:41]5)([CH3:42])[CH3:43])[CH2:25][CH2:26]4)=[O:44])[cH:15][cH:16]3)[o:10]2)[cH:45]1.[Cl:48][C:49]1=[C:60]([Cl:61])[C:58](=[O:59])[C:55]([C:56]#[N:57])=[C:52]([C:53]#[N:54])[C:50]1=[O:51].[Cl:62][CH2:63][Cl:64].[OH2:47]>>[C:1](#[N:2])[c:3]1[cH:4][c:5]([CH3:46])[c:6]2[c:7]([n:8][c:9](-[c:11]3[cH:12][cH:13][c:14]([NH:17][C:18]([CH2:19][O:20][CH:21]4[CH2:22][CH2:23][N:24]([C:27](=[O:28])[O:29][C:30]([CH2:31][OH:32])([CH3:42])[CH3:43])[CH2:25][CH2:26]4)=[O:44])[cH:15][cH:16]3)[o:10]2)[cH:45]1.